This data is from the Open Reaction Database (ORD), a public repository of structured organic reaction records. The task is: describe an organic reaction: reactants, conditions, products, and yield The reactants are CCCCc1nc(C)[nH]c(=O)c1Cc1ccc(-c2ccccc2C#N)cc1, CCCCP(CCCC)CCCC, Cc1cc(CO)nn1C, CCOC(C)=O, O=C(N=NC(=O)N1CCCCC1)N1CCCCC1, C1CCOC1. The product is CCCCc1nc(C)n(Cc2cc(C)n(C)n2)c(=O)c1Cc1ccc(-c2ccccc2C#N)cc1. As a reaction SMILES: [CH2:1]([CH2:2][CH2:3][CH3:4])[c:5]1[n:6][c:7]([CH3:27])[nH:8][c:9](=[O:26])[c:10]1[CH2:11][c:12]1[cH:13][cH:14][c:15](-[c:18]2[c:19]([C:24]#[N:25])[cH:20][cH:21][cH:22][cH:23]2)[cH:16][cH:17]1.[CH2:46]([P:47]([CH2:48][CH2:49][CH2:50][CH3:51])[CH2:52][CH2:53][CH2:54][CH3:55])[CH2:56][CH2:57][CH3:58].[CH3:59][n:60]1[n:61][c:62]([CH2:66][OH:67])[cH:63][c:64]1[CH3:65].[CH3:68][CH2:69][O:70][C:71](=[O:72])[CH3:73].[N:28]([C:29]([N:30]1[CH2:31][CH2:32][CH2:33][CH2:34][CH2:35]1)=[O:36])=[N:37][C:38]([N:39]1[CH2:40][CH2:41][CH2:42][CH2:43][CH2:44]1)=[O:45].[O:74]1[CH2:75][CH2:76][CH2:77][CH2:78]1>>[CH2:1]([CH2:2][CH2:3][CH3:4])[c:5]1[n:6][c:7]([CH3:27])[n:8]([CH2:66][c:62]2[n:61][n:60]([CH3:59])[c:64]([CH3:65])[cH:63]2)[c:9](=[O:26])[c:10]1[CH2:11][c:12]1[cH:13][cH:14][c:15](-[c:18]2[c:19]([C:24]#[N:25])[cH:20][cH:21][cH:22][cH:23]2)[cH:16][cH:17]1. Starting materials: ClCC1=C(C(=C(C=C1)OC)OC)F (α-chloro-2-fluoro-3,4-dimethoxytoluene), C(C)(=O)[O-].[K+] (potassium acetate), ice water. Run in CN(C=O)C (dimethylformamide). Yields the product C(C)(=O)OCC1=C(C(=C(C=C1)OC)OC)F (2-fluoro-3,4-dimethoxybenzyl acetate). RXN SMILES: Cl[CH2:2][C:3]1[CH:8]=[CH:7][C:6]([O:9][CH3:10])=[C:5]([O:11][CH3:12])[C:4]=1[F:13].[C:14]([O-:17])(=[O:16])[CH3:15].[K+]>CN(C)C=O>[C:14]([O:17][CH2:2][C:3]1[CH:8]=[CH:7][C:6]([O:9][CH3:10])=[C:5]([O:11][CH3:12])[C:4]=1[F:13])(=[O:16])[CH3:15] |f:1.2|. Procedure details: 5.5 g of α-chloro-2-fluoro-3,4-dimethoxytoluene and 4.05 g of potassium acetate are stirred at 80° for 25 hours in 50 ml of dimethylformamide. The reaction mixture is subsequently poured into 150 ml of ice-water and extracted with ether. The ether phases are washed with sodium chloride solution, dried over sodium sulfate and evaporated. 2-fluoro-3,4-dimethoxybenzyl acetate is obtained as an oil. Reactants: O=C([O-])[O-], CCOC(=O)c1ccc(O)cc1, CN(C)C=O, ClCCN1CCCCC1, [K+], [K+]. Yields the product CCOC(=O)c1ccc(OCCN2CCCCC2)cc1. Reaction SMILES: [C:13](=[O:14])([O-:15])[O-:16].[CH2:1]([CH3:2])[O:3][C:4]([c:5]1[cH:6][cH:7][c:8]([OH:11])[cH:9][cH:10]1)=[O:12].[CH3:28][N:29]([CH3:30])[CH:31]=[O:32].[Cl:19][CH2:20][CH2:21][N:22]1[CH2:23][CH2:24][CH2:25][CH2:26][CH2:27]1.[K+:17].[K+:18]>>[CH2:1]([CH3:2])[O:3][C:4]([c:5]1[cH:6][cH:7][c:8]([O:11][CH2:20][CH2:21][N:22]2[CH2:23][CH2:24][CH2:25][CH2:26][CH2:27]2)[cH:9][cH:10]1)=[O:12]. The reactants are [Br-], [Br-], [Br-], CCCC[N+](CCCC)(CCCC)CCCC, CCCC[N+](CCCC)(CCCC)CCCC, CCCC[N+](CCCC)(CCCC)CCCC, ClC(Cl)Cl, O=c1ccccn1-c1ccc(Cl)cc1, [Na+], [Na+], [Na+], O=C([O-])O, O=S([O-])([O-])=S. Product: O=c1c(Br)cccn1-c1ccc(Cl)cc1. As a reaction SMILES: [Br-:15].[Br-:16].[Br-:17].[CH2:18]([N+:19]([CH2:20][CH2:21][CH2:22][CH3:23])([CH2:24][CH2:25][CH2:26][CH3:27])[CH2:28][CH2:29][CH2:30][CH3:31])[CH2:32][CH2:33][CH3:34].[CH2:35]([N+:36]([CH2:37][CH2:38][CH2:39][CH3:40])([CH2:41][CH2:42][CH2:43][CH3:44])[CH2:45][CH2:46][CH2:47][CH3:48])[CH2:49][CH2:50][CH3:51].[CH2:52]([N+:53]([CH2:54][CH2:55][CH2:56][CH3:57])([CH2:58][CH2:59][CH2:60][CH3:61])[CH2:62][CH2:63][CH2:64][CH3:65])[CH2:66][CH2:67][CH3:68].[CH:69]([Cl:70])([Cl:71])[Cl:72].[Cl:1][c:2]1[cH:3][cH:4][c:5](-[n:8]2[c:9](=[O:14])[cH:10][cH:11][cH:12][cH:13]2)[cH:6][cH:7]1.[Na+:77].[Na+:78].[Na+:79].[O-:73][C:74]([OH:75])=[O:76].[O-:80][S:81]([O-:82])(=[S:83])=[O:84]>>[Cl:1][c:2]1[cH:3][cH:4][c:5](-[n:8]2[c:9](=[O:14])[c:10]([Br:15])[cH:11][cH:12][cH:13]2)[cH:6][cH:7]1. Reactants: BrC1=CC(=C(C(=C1)F)C(=O)N1CCN(CC1)C1=NC=C(C=C1)C)F ((4-bromo-2,6-difluorophenyl)[4-(5-methylpyridin-2-yl)piperazin-1-yl]methanone), C[C@H]1NC(OC1)=O ((R)-4-methyloxazolidin-2-one). Product: FC=1C=C(C=C(C1C(=O)N1CCN(CC1)C1=NC=C(C=C1)C)F)N1C(OC[C@H]1C)=O ((R)-3-{3,5-difluoro-4-[4-(5-methylpyridin-2-yl)piperazine-1-carbonyl]phenyl}-4-methyloxazolidin-2-one). Yield: 67.1%. As a reaction SMILES: Br[C:2]1[CH:7]=[C:6]([F:8])[C:5]([C:9]([N:11]2[CH2:16][CH2:15][N:14]([C:17]3[CH:22]=[CH:21][C:20]([CH3:23])=[CH:19][N:18]=3)[CH2:13][CH2:12]2)=[O:10])=[C:4]([F:24])[CH:3]=1.[CH3:25][C@@H:26]1[CH2:30][O:29][C:28](=[O:31])[NH:27]1>>[F:24][C:4]1[CH:3]=[C:2]([N:27]2[C@H:26]([CH3:25])[CH2:30][O:29][C:28]2=[O:31])[CH:7]=[C:6]([F:8])[C:5]=1[C:9]([N:11]1[CH2:16][CH2:15][N:14]([C:17]2[CH:22]=[CH:21][C:20]([CH3:23])=[CH:19][N:18]=2)[CH2:13][CH2:12]1)=[O:10]. Procedure details: By reaction and treatment in the same manner as in Example 110 and using (4-bromo-2,6-difluorophenyl)[4-(5-methylpyridin-2-yl)piperazin-1-yl]methanone (393 mg) described in Preparation Example 185 and (R)-4-methyloxazolidin-2-one (132 mg) described in Preparation Example 25, the title compound (277 mg) was obtained.